Dataset: the Open Reaction Database (ORD), a public repository of structured organic reaction records. Task: describe an organic reaction: reactants, conditions, products, and yield Starting materials: COC(=O)COc1ccc(CC(C)N(CCO)CC(O)c2csc(C(F)(F)F)n2)cc1, CO, Cl, [Na+], [OH-]. Product: CC(Cc1ccc(OCC(=O)O)cc1)N(CCO)CC(O)c1csc(C(F)(F)F)n1. As a reaction SMILES: [C:1](=[O:2])([O:3][CH3:4])[CH2:5][O:6][c:7]1[cH:8][cH:9][c:10]([CH2:13][CH:14]([CH3:15])[N:16]([CH2:17][CH:18]([c:19]2[n:20][c:21]([C:24]([F:25])([F:26])[F:27])[s:22][cH:23]2)[OH:28])[CH2:29][CH2:30][OH:31])[cH:11][cH:12]1.[CH3:35][OH:36].[ClH:34].[Na+:33].[OH-:32]>>[C:1](=[O:2])([OH:3])[CH2:5][O:6][c:7]1[cH:8][cH:9][c:10]([CH2:13][CH:14]([CH3:15])[N:16]([CH2:17][CH:18]([c:19]2[n:20][c:21]([C:24]([F:25])([F:26])[F:27])[s:22][cH:23]2)[OH:28])[CH2:29][CH2:30][OH:31])[cH:11][cH:12]1. Reactants: O=C([O-])[O-], CS(C)=O, CN1CCCC1=O, CCOC(C)=O, O=c1c2cc(-c3cccc(Cl)c3)oc2ccn1-c1ccc2[nH]ncc2c1, ClCCN1CCCC1, Cl, [Cs+], [Cs+], O. The product is O=c1c2cc(-c3cccc(Cl)c3)oc2ccn1-c1ccc2c(cnn2CCN2CCCC2)c1. Reaction SMILES: [C:36](=[O:37])([O-:38])[O-:39].[CH3:42][S:43]([CH3:44])=[O:45].[CH3:46][N:47]1[CH2:48][CH2:49][CH2:50][C:51]1=[O:52].[CH3:54][CH2:55][O:56][C:57]([CH3:58])=[O:59].[Cl:1][c:2]1[cH:3][c:4](-[c:8]2[cH:9][c:10]3[c:11](=[O:26])[n:12](-[c:17]4[cH:18][c:19]5[cH:20][n:21][nH:22][c:23]5[cH:24][cH:25]4)[cH:13][cH:14][c:15]3[o:16]2)[cH:5][cH:6][cH:7]1.[Cl:28][CH2:29][CH2:30][N:31]1[CH2:32][CH2:33][CH2:34][CH2:35]1.[ClH:27].[Cs+:40].[Cs+:41].[OH2:53]>>[Cl:1][c:2]1[cH:3][c:4](-[c:8]2[cH:9][c:10]3[c:11](=[O:26])[n:12](-[c:17]4[cH:18][c:19]5[cH:20][n:21][n:22]([CH2:29][CH2:30][N:31]6[CH2:32][CH2:33][CH2:34][CH2:35]6)[c:23]5[cH:24][cH:25]4)[cH:13][cH:14][c:15]3[o:16]2)[cH:5][cH:6][cH:7]1. Reactants: CC=1C(=CSC1)NC1=C(C=NC=2N1N=CC2C(=O)O)C(=O)N2CCC(CC2)C2=CC=CC=C2 (7-(4-Methyl-3-thienylamino)-6-(4-phenylpiperidine-1-carbonyl)pyrazolo[1,5-a]pyrimidine-3-carboxylic acid), C1(CC1)S(=O)(=O)N (cyclopropanesulfonamide). Yields the product CC=1C(=CSC1)NC1=C(C=NC=2N1N=CC2C(=O)NS(=O)(=O)C2CC2)C(=O)N2CCC(CC2)C2=CC=CC=C2 (N-[7-(4-Methyl-3-thienylamino)-6-(4-phenylpiperidine-1-carbonyl)pyrazolo[1,5-a]pyrimidine-3-carbonyl]cyclopropanesulfonamide). Yield: 8.0%. Reaction SMILES: [CH3:1][C:2]1[C:3]([NH:7][C:8]2[N:13]3[N:14]=[CH:15][C:16]([C:17]([OH:19])=O)=[C:12]3[N:11]=[CH:10][C:9]=2[C:20]([N:22]2[CH2:27][CH2:26][CH:25]([C:28]3[CH:33]=[CH:32][CH:31]=[CH:30][CH:29]=3)[CH2:24][CH2:23]2)=[O:21])=[CH:4][S:5][CH:6]=1.[CH:34]1([S:37]([NH2:40])(=[O:39])=[O:38])[CH2:36][CH2:35]1>>[CH3:1][C:2]1[C:3]([NH:7][C:8]2[N:13]3[N:14]=[CH:15][C:16]([C:17]([NH:40][S:37]([CH:34]4[CH2:36][CH2:35]4)(=[O:39])=[O:38])=[O:19])=[C:12]3[N:11]=[CH:10][C:9]=2[C:20]([N:22]2[CH2:27][CH2:26][CH:25]([C:28]3[CH:33]=[CH:32][CH:31]=[CH:30][CH:29]=3)[CH2:24][CH2:23]2)=[O:21])=[CH:4][S:5][CH:6]=1. Procedure: In the same manner as in Example 1, step 6 and using 7-(4-methyl-3-thienylamino)-6-(4-phenylpiperidine-1-carbonyl)pyrazolo[1,5-a]pyrimidine-3-carboxylic acid (0.05 g, 0.11 mmol) obtained in step 2 and cyclopropanesulfonamide (0.048 g, 0.44 mmol), the title compound (0.005 g, 8%) was obtained. Reactants: CN(c1ncc(Br)cn1)C1CCC(O)CC1, CCOCC, ClCCN1CCCC1, Cl, [H-], [I-], [Na+], [Na+], O. The product is CN(c1ncc(Br)cn1)C1CCC(OCCN2CCCC2)CC1. As a reaction SMILES: [Br:1][c:2]1[cH:3][n:4][c:5]([N:8]([CH:9]2[CH2:10][CH2:11][CH:12]([OH:15])[CH2:13][CH2:14]2)[CH3:16])[n:6][cH:7]1.[CH3:31][CH2:32][O:33][CH2:34][CH3:35].[Cl:18][CH2:19][CH2:20][N:21]1[CH2:22][CH2:23][CH2:24][CH2:25]1.[ClH:17].[H-:27].[I-:28].[Na+:26].[Na+:29].[OH2:30]>>[Br:1][c:2]1[cH:3][n:4][c:5]([N:8]([CH:9]2[CH2:10][CH2:11][CH:12]([O:15][CH2:19][CH2:20][N:21]3[CH2:22][CH2:23][CH2:24][CH2:25]3)[CH2:13][CH2:14]2)[CH3:16])[n:6][cH:7]1. Starting materials: CC1(C)OB(c2cnc(N)nc2)OC1(C)C, C1CCC(P(C2CCCCC2)C2CCCCC2)CC1, NC(=O)c1cnc(NC(C2CC2)C2CC2)c2c1[nH]c1cc(Cl)ccc12, [K+], [K+], [K+], O=C(C=Cc1ccccc1)C=Cc1ccccc1, C1COCCO1, O=C(C=Cc1ccccc1)C=Cc1ccccc1, O=C(C=Cc1ccccc1)C=Cc1ccccc1, O=P([O-])([O-])[O-], [Pd], [Pd]. The product is NC(=O)c1cnc(NC(C2CC2)C2CC2)c2c1[nH]c1cc(-c3cnc(N)nc3)ccc12. Reaction SMILES: [CH3:26][C:27]1([CH3:28])[C:29]([CH3:30])([CH3:31])[O:32][B:33]([c:34]2[cH:35][n:36][c:37]([NH2:40])[n:38][cH:39]2)[O:41]1.[CH:42]1([P:43]([CH:44]2[CH2:45][CH2:46][CH2:47][CH2:48][CH2:49]2)[CH:50]2[CH2:51][CH2:52][CH2:53][CH2:54][CH2:55]2)[CH2:56][CH2:57][CH2:58][CH2:59][CH2:60]1.[Cl:1][c:2]1[cH:3][cH:4][c:5]2[c:6]3[c:7]([nH:8][c:9]2[cH:10]1)[c:11]([C:23](=[O:24])[NH2:25])[cH:12][n:13][c:14]3[NH:15][CH:16]([CH:17]1[CH2:18][CH2:19]1)[CH:20]1[CH2:21][CH2:22]1.[K+:66].[K+:67].[K+:68].[O:113]=[C:114]([CH:115]=[CH:116][c:117]1[cH:118][cH:119][cH:120][cH:121][cH:122]1)[CH:123]=[CH:124][c:125]1[cH:126][cH:127][cH:128][cH:129][cH:130]1.[O:69]1[CH2:70][CH2:71][O:72][CH2:73][CH2:74]1.[O:77]=[C:78]([CH:79]=[CH:80][c:81]1[cH:82][cH:83][cH:84][cH:85][cH:86]1)[CH:87]=[CH:88][c:89]1[cH:90][cH:91][cH:92][cH:93][cH:94]1.[O:95]=[C:96]([CH:97]=[CH:98][c:99]1[cH:100][cH:101][cH:102][cH:103][cH:104]1)[CH:105]=[CH:106][c:107]1[cH:108][cH:109][cH:110][cH:111][cH:112]1.[P:61]([O-:62])([O-:63])([O-:64])=[O:65].[Pd:75].[Pd:76]>>[c:2]1(-[c:34]2[cH:35][n:36][c:37]([NH2:40])[n:38][cH:39]2)[cH:3][cH:4][c:5]2[c:6]3[c:7]([nH:8][c:9]2[cH:10]1)[c:11]([C:23](=[O:24])[NH2:25])[cH:12][n:13][c:14]3[NH:15][CH:16]([CH:17]1[CH2:18][CH2:19]1)[CH:20]1[CH2:21][CH2:22]1.